From a dataset of the Open Reaction Database (ORD), a public repository of structured organic reaction records. describe an organic reaction: reactants, conditions, products, and yield Starting materials: O=C1CCC(=O)N1Br, O=C(OOC(=O)c1ccccc1)c1ccccc1, COC(=O)c1ccccc1-c1ccc(C)cc1, ClC(Cl)(Cl)Cl. Yields the product COC(=O)c1ccccc1-c1ccc(CBr)cc1. Reaction SMILES: [Br:18][N:19]1[C:20](=[O:21])[CH2:22][CH2:23][C:24]1=[O:25].[C:26]([O:27][O:28][C:29](=[O:30])[c:31]1[cH:32][cH:33][cH:34][cH:35][cH:36]1)(=[O:37])[c:38]1[cH:39][cH:40][cH:41][cH:42][cH:43]1.[CH3:1][c:2]1[cH:3][cH:4][c:5](-[c:8]2[c:9]([C:14](=[O:15])[O:16][CH3:17])[cH:10][cH:11][cH:12][cH:13]2)[cH:6][cH:7]1.[Cl:44][C:45]([Cl:46])([Cl:47])[Cl:48]>>[CH2:1]([c:2]1[cH:3][cH:4][c:5](-[c:8]2[c:9]([C:14](=[O:15])[O:16][CH3:17])[cH:10][cH:11][cH:12][cH:13]2)[cH:6][cH:7]1)[Br:18].